Dataset: the Open Reaction Database (ORD), a public repository of structured organic reaction records. Task: describe an organic reaction: reactants, conditions, products, and yield Reactants: ClC1=NC(=NC(=C1CCO)Cl)SC (2-[4,6-dichloro-2-(methylsulfanyl)pyrimidin-5-yl]ethanol), FC1(CC(C1)N)F (3,3-difluorocyclobutylamine), CCN(C(C)C)C(C)C (DIPEA). Solvent: C(C)#N (acetonitrile). Reaction conditions: temperature 100 celsius, time 6.5 hour. Yields the product ClC1=NC(=NC(=C1CCO)NC1CC(C1)(F)F)SC (2-{4-chloro-6-[(3,3-difluorocyclobutyl)amino]-2-(methylsulfanyl)pyrimidin-5-yl}ethanol). Isolated yield 92.9%. As a reaction SMILES: Cl[C:2]1[C:7]([CH2:8][CH2:9][OH:10])=[C:6]([Cl:11])[N:5]=[C:4]([S:12][CH3:13])[N:3]=1.[F:14][C:15]1([F:20])[CH2:18][CH:17]([NH2:19])[CH2:16]1.CCN(C(C)C)C(C)C>C(#N)C>[Cl:11][C:6]1[C:7]([CH2:8][CH2:9][OH:10])=[C:2]([NH:19][CH:17]2[CH2:18][C:15]([F:20])([F:14])[CH2:16]2)[N:3]=[C:4]([S:12][CH3:13])[N:5]=1. Reported procedure: To a vial containing 2-[4,6-dichloro-2-(methylsulfanyl)pyrimidin-5-yl]ethanol (600 mg, 2.51 mmol) and 3,3-difluorocyclobutylamine (540 mg, 3.76 mmol) in acetonitrile (12.5 mL) was added DIPEA (2.21 mL, 12.5 mmol) at room temperature, and the mixture was stirred at 100° C. in an oil bath for 6.5 h. The reaction mixture was concentrated under reduced pressure, and the residue was purified via silica gel chromatography using a gradient of EtOAc/heptane (20-40%) to afford the title compound (722.5 m... Starting materials: CC(=O)O[BH-](OC(C)=O)OC(C)=O, C=O, CC(=O)O, CC1CC(Oc2cccc(NC(=O)c3ccc(F)cc3Cl)c2)CCN1, ClCCl, [Na+]. Yields the product CC1CC(Oc2cccc(NC(=O)c3ccc(F)cc3Cl)c2)CCN1C. As a reaction SMILES: [C:32]([O:33][BH-:34]([O:35][C:36](=[O:37])[CH3:38])[O:39][C:40](=[O:41])[CH3:42])(=[O:43])[CH3:44].[CH2:26]=[O:27].[CH3:28][C:29](=[O:30])[OH:31].[Cl:1][c:2]1[c:3]([C:4](=[O:5])[NH:6][c:7]2[cH:8][c:9]([O:13][CH:14]3[CH2:15][CH:16]([CH3:20])[NH:17][CH2:18][CH2:19]3)[cH:10][cH:11][cH:12]2)[cH:21][cH:22][c:23]([F:25])[cH:24]1.[Cl:46][CH2:47][Cl:48].[Na+:45]>>[Cl:1][c:2]1[c:3]([C:4](=[O:5])[NH:6][c:7]2[cH:8][c:9]([O:13][CH:14]3[CH2:15][CH:16]([CH3:20])[N:17]([CH3:28])[CH2:18][CH2:19]3)[cH:10][cH:11][cH:12]2)[cH:21][cH:22][c:23]([F:25])[cH:24]1. Starting materials: hydrochloride salt, CC1=CC=C(C=C1)S(=O)(=O)OCC1OC2=C(C1)C=C(C=C2C2=CC(=CC=C2)C)C(F)(F)F ([7-(3-methylphenyl)-5-(trifluoromethyl)-2,3-dihydro-1-benzofuran-2-yl]methyl 4-methylbenzenesulfonate), CN (methylamine). Product: CNCC1OC2=C(C1)C=C(C=C2C2=CC(=CC=C2)C)C(F)(F)F ((±)-N-methyl-1-[7-(3-methylphenyl)-5-(trifluoromethyl)-2,3-dihydro-1-benzofuran-2-yl]methanamine). RXN SMILES: CC1C=CC(S(O[CH2:12][CH:13]2[CH2:17][C:16]3[CH:18]=[C:19]([C:29]([F:32])([F:31])[F:30])[CH:20]=[C:21]([C:22]4[CH:27]=[CH:26][CH:25]=[C:24]([CH3:28])[CH:23]=4)[C:15]=3[O:14]2)(=O)=O)=CC=1.[CH3:33][NH2:34]>>[CH3:33][NH:34][CH2:12][CH:13]1[CH2:17][C:16]2[CH:18]=[C:19]([C:29]([F:32])([F:31])[F:30])[CH:20]=[C:21]([C:22]3[CH:27]=[CH:26][CH:25]=[C:24]([CH3:28])[CH:23]=3)[C:15]=2[O:14]1. Reported procedure: The title compound was prepared (0.026 g, 67%) following the general procedure of Example 390 as a white solid, hydrochloride salt from [7-(3-methylphenyl)-5-(trifluoromethyl)-2,3-dihydro-1-benzofuran-2-yl]methyl 4-methylbenzenesulfonate (0.050 g, 0.11 mmol) and methylamine (0.12 g, 3.9 mmol). mp 228-230° C. The reactants are C(#N)C1=C(C=C(C=C1)C1=CC(=NC(=N1)NC)N1C[C@H](OC[C@H]1C)C(=O)NC1=CC=CC=C1)F ((2S,5R)-4-[6-(4-cyano-3-fluorophenyl)-2-(methylamino)-4-pyrimidinyl]-5-methyl-N-phenyl-2-morpholinecarboxamide), O.NN (hydrazine monohydrate). Run in O1CCOCC1 (1,4-dioxane). Conditions: temperature 100 celsius, time 18 hour. Yields the product NC1=NNC2=CC(=CC=C12)C1=CC(=NC(=N1)NC)N1C[C@H](OC[C@H]1C)C(=O)NC1=CC=CC=C1 ((2S,5R)-4-[6-(3-amino-1H-indazol-6-yl)-2-(methylamino)-4-pyrimidinyl]-5-methyl-N-phenyl-2-morpholinecarboxamide). Isolated yield 86.9%. As a reaction SMILES: [C:1]([C:3]1[CH:8]=[CH:7][C:6]([C:9]2[N:14]=[C:13]([NH:15][CH3:16])[N:12]=[C:11]([N:17]3[C@H:22]([CH3:23])[CH2:21][O:20][C@H:19]([C:24]([NH:26][C:27]4[CH:32]=[CH:31][CH:30]=[CH:29][CH:28]=4)=[O:25])[CH2:18]3)[CH:10]=2)=[CH:5][C:4]=1F)#[N:2].O.[NH2:35][NH2:36]>O1CCOCC1>[NH2:2][C:1]1[C:3]2[C:4](=[CH:5][C:6]([C:9]3[N:14]=[C:13]([NH:15][CH3:16])[N:12]=[C:11]([N:17]4[C@H:22]([CH3:23])[CH2:21][O:20][C@H:19]([C:24]([NH:26][C:27]5[CH:32]=[CH:31][CH:30]=[CH:29][CH:28]=5)=[O:25])[CH2:18]4)[CH:10]=3)=[CH:7][CH:8]=2)[NH:36][N:35]=1 |f:1.2|. Procedure: A mixture of (2S,5R)-4-[6-(4-cyano-3-fluorophenyl)-2-(methylamino)-4-pyrimidinyl]-5-methyl-N-phenyl-2-morpholinecarboxamide (340 mg, 0.61 mmol) and hydrazine monohydrate (0.39 mL, 12.54 mmol) in 1,4-dioxane (5 mL) was stirred at 100° C. in a sealed tube for 18 hours. The reaction mixture was cooled and concentrated in vacuo, and the residue was purified by flash chromatography (60 g SiO2, CH2Cl2 to 90/10/1 CH2Cl2/CH3OH/NH4OH gradient) to give the title compound (243 mg) as a pale yellow solid. L... The reactants are COCCl, c1ccc(P(c2ccccc2)c2ccccc2)cc1. Yields the product [Cl-], COC[P+](c1ccccc1)(c1ccccc1)c1ccccc1. RXN SMILES: [CH3:20][O:21][CH2:22][Cl:23].[c:1]1([P:7]([c:8]2[cH:9][cH:10][cH:11][cH:12][cH:13]2)[c:14]2[cH:15][cH:16][cH:17][cH:18][cH:19]2)[cH:2][cH:3][cH:4][cH:5][cH:6]1>>[Cl-:23].[c:1]1([P+:7]([c:8]2[cH:9][cH:10][cH:11][cH:12][cH:13]2)([c:14]2[cH:15][cH:16][cH:17][cH:18][cH:19]2)[CH2:22][O:21][CH3:20])[cH:2][cH:3][cH:4][cH:5][cH:6]1.